From a dataset of the Open Reaction Database (ORD), a public repository of structured organic reaction records. describe an organic reaction: reactants, conditions, products, and yield As a reaction SMILES: [CH2:1]([CH2:2][CH2:3][CH2:4][CH2:5][CH2:6][CH2:7][CH2:8][CH2:9][CH2:10][CH3:11])[O:12][c:13]1[cH:14][c:15]([CH2:16][N:17]=[N+:18]=[N-:19])[cH:20][c:21]([O:23][CH2:24][CH2:25][CH2:26][CH2:27][CH2:28][CH2:29][CH2:30][CH2:31][CH2:32][CH2:33][CH3:34])[cH:22]1.[N-:35]=[N+:36]=[N-:37]>>[CH2:1]([CH2:2][CH2:3][CH2:4][CH2:5][CH2:6][CH2:7][CH2:8][CH2:9][CH2:10][CH3:11])[O:12][c:13]1[cH:14][c:15]([CH2:16][NH2:17])[cH:20][c:21]([O:23][CH2:24][CH2:25][CH2:26][CH2:27][CH2:28][CH2:29][CH2:30][CH2:31][CH2:32][CH2:33][CH3:34])[cH:22]1. Yields the product CCCCCCCCCCCOc1cc(CN)cc(OCCCCCCCCCCC)c1. The reactants are CCCCCCCCCCCOc1cc(CN=[N+]=[N-])cc(OCCCCCCCCCCC)c1, [N-]=[N+]=[N-]. Starting materials: C(C)OCCCN1S(C2=C(C(C1)O)C=C(S2)S(=O)(=O)N)(=O)=O (2-(3-Ethoxypropyl)-3,4-dihydro-4-hydroxy-2H-thieno[3,2-e]-1,2-thiazine-6-sulfonamide 1,1-dioxide), CC(C([O-])([O-])[O-])(C)C (trimethylorthoacetate). Run in C(C)#N (acetonitrile). The product is C(C)OCCCN1SC2=C(C(C1)O)C=CS2 (2-(3-Ethoxypropyl)-3,4-dihydro-4-hydroxy-2H-thieno[3,2-e]-1,2-thiazine). Isolated yield 167.8%. As a reaction SMILES: [CH2:1]([O:3][CH2:4][CH2:5][CH2:6][N:7]1[CH2:12][CH:11]([OH:13])[C:10]2[CH:14]=[C:15](S(N)(=O)=O)[S:16][C:9]=2[S:8]1(=O)=O)[CH3:2].CC(C)(C)C([O-])([O-])[O-]>C(#N)C>[CH2:1]([O:3][CH2:4][CH2:5][CH2:6][N:7]1[CH2:12][CH:11]([OH:13])[C:10]2[CH:14]=[CH:15][S:16][C:9]=2[S:8]1)[CH3:2]. Reported procedure: The product from Step D (1.6 g, 4.32 mmol) was dissolved in dry acetonitrile (20 mL) and trimethylorthoacetate (11 mL) was added. The mixture was heated at reflux temperature for 18 hr and then evaporated to provide an oil (1.88 g, 100%) which was used without further purification. Reactants: N1(CCOCC1)C(CO[C@@H]1CC[C@@H](C2=CC=CC=C12)N1C(C2=CC=CC=C2C1=O)=O)=O (2-[(1S,4R)-4-(2-Morpholin-4-yl-2-oxo-ethoxy)-1,2,3,4-tetrahydro-naphthalen-1-yl]-isoindole-1,3-dione), O.NN (hydrazine hydrate). The solvent is CO (MeOH). The product is N[C@H]1CC[C@H](C2=CC=CC=C12)OCC(=O)N1CCOCC1 (2-((1R,4S)-4-Amino-1,2,3,4-tetrahydro-naphthalen-1-yloxy)-1-morpholin-4-yl-ethanone), foam. Yield: 72.0%. Reaction SMILES: [N:1]1([C:7](=[O:31])[CH2:8][O:9][C@H:10]2[C:19]3[C:14](=[CH:15][CH:16]=[CH:17][CH:18]=3)[C@@H:13]([N:20]3C(=O)C4C(=CC=CC=4)C3=O)[CH2:12][CH2:11]2)[CH2:6][CH2:5][O:4][CH2:3][CH2:2]1.O.NN>CO>[NH2:20][C@@H:13]1[C:14]2[C:19](=[CH:18][CH:17]=[CH:16][CH:15]=2)[C@H:10]([O:9][CH2:8][C:7]([N:1]2[CH2:2][CH2:3][O:4][CH2:5][CH2:6]2)=[O:31])[CH2:11][CH2:12]1 |f:1.2|. Reported procedure: A solution of Intermediate 32b (100 mg, 0.23 mmol) and hydrazine hydrate (74 μL, 2.4 mmol) in dry MeOH (6 mL) was stirred at RT for 5 h. The reaction mixture was concentrated in vacuo. The residue was purified by FCC, using 0-20% [2M NH3 in MeOH] in DCM, to give the title compound as an off white foam (50 mg, 72%). LCMS (Method 3): Rt 1.70 min, m/z 291 [MH+]. Starting materials: OBO, O=C(c1ccc(Br)cc1)C(F)(F)F, CN(C(=O)OC(C)(C)C)C1CCC(NCc2ccccc2F)CC1. Yields the product CN(C(=O)OC(C)(C)C)C1CCC(NCc2cc(-c3ccc(C(=O)C(F)(F)F)cc3)ccc2F)CC1. Reaction SMILES: [BH:1]([OH:2])[OH:3].[Br:28][c:29]1[cH:30][cH:31][c:32]([C:35]([C:36]([F:37])([F:38])[F:39])=[O:40])[cH:33][cH:34]1.[C:4](=[O:5])([O:6][C:7]([CH3:8])([CH3:9])[CH3:10])[N:11]([CH:12]1[CH2:13][CH2:14][CH:15]([NH:18][CH2:19][c:20]2[cH:21][cH:22][cH:23][cH:24][c:25]2[F:26])[CH2:16][CH2:17]1)[CH3:27]>>[C:4](=[O:5])([O:6][C:7]([CH3:8])([CH3:9])[CH3:10])[N:11]([CH:12]1[CH2:13][CH2:14][CH:15]([NH:18][CH2:19][c:20]2[cH:21][c:22](-[c:29]3[cH:30][cH:31][c:32]([C:35]([C:36]([F:37])([F:38])[F:39])=[O:40])[cH:33][cH:34]3)[cH:23][cH:24][c:25]2[F:26])[CH2:16][CH2:17]1)[CH3:27]. The reactants are CN1C[C@H]([C@@H](CC1)C1=C(C=C(C=C1OC)OC)OC)O ((±)-trans-1-Methyl-4-(2,4,6-trimethoxy-phenyl)-piperidin-3-ol), C(C)(=O)OC(C)=O (acetic anhydride), B(F)(F)F (BF3), C(=O)([O-])[O-].[Na+].[Na+] (Na2CO3), [OH-].[Na+] (NaOH), C(=O)([O-])[O-].[Na+].[Na+] (Na2CO3). Run in C(C)(=O)O (acetic acid), ice water. The product is OC1=C(C(=CC(=C1[C@H]1[C@@H](CN(CC1)C)O)OC)OC)C(C)=O ((±)-trans-1-[2-Hydroxy-3-(3-hydroxy-1-methyl-piperidin-4-yl)-4,6-dimethoxy-phenyl]-ethanone). RXN SMILES: [CH3:1][N:2]1[CH2:7][CH2:6][C@@H:5]([C:8]2[C:13]([O:14][CH3:15])=[CH:12][C:11]([O:16][CH3:17])=[CH:10][C:9]=2[O:18]C)[C@H:4]([OH:20])[CH2:3]1.[C:21](OC(=O)C)(=[O:23])[CH3:22].B(F)(F)F.C([O-])([O-])=O.[Na+].[Na+].[OH-].[Na+]>C(O)(=O)C>[OH:18][C:9]1[C:8]([C@@H:5]2[CH2:6][CH2:7][N:2]([CH3:1])[CH2:3][C@H:4]2[OH:20])=[C:13]([O:14][CH3:15])[CH:12]=[C:11]([O:16][CH3:17])[C:10]=1[C:21](=[O:23])[CH3:22] |f:3.4.5,6.7|. Procedure: Compound of example 2 (15 g, 53.4 mmol) was reacted with acetic anhydride (27.2 g, 269 mmol) in the presence of BF3-etherate (37.9 g, 267 mmol) at 25° C. The reaction mixture was poured over crushed ice, made basic using saturated Na2CO3 solution. It was extracted using CHCl3 (3×200 mL). The organic extract was washed with water, dried (anhydrous Na2SO4), and concentrated. The solid obtained was treated with 5% aqueous NaOH (85 mL) at 55-60° C. for 1 h. It was diluted with ice water (100 mL), ac...